Dataset: the Open Reaction Database (ORD), a public repository of structured organic reaction records. Task: describe an organic reaction: reactants, conditions, products, and yield Starting materials: CCOC(=O)Cc1ccc(-c2ccnc(Br)c2)cc1, CCOC(=O)C(F)(F)Br, CN(C)C=O. Yields the product CCOC(=O)Cc1ccc(-c2ccnc(C(F)(F)C(=O)OCC)c2)cc1. RXN SMILES: [Br:1][c:2]1[n:3][cH:4][cH:5][c:6](-[c:8]2[cH:9][cH:10][c:11]([CH2:14][C:15](=[O:16])[O:17][CH2:18][CH3:19])[cH:12][cH:13]2)[cH:7]1.[Br:20][C:21]([C:22](=[O:23])[O:24][CH2:25][CH3:26])([F:27])[F:28].[O:29]=[CH:30][N:31]([CH3:32])[CH3:33]>>[c:2]1([C:21]([C:22](=[O:23])[O:24][CH2:25][CH3:26])([F:27])[F:28])[n:3][cH:4][cH:5][c:6](-[c:8]2[cH:9][cH:10][c:11]([CH2:14][C:15](=[O:16])[O:17][CH2:18][CH3:19])[cH:12][cH:13]2)[cH:7]1. The reactants are N1N=CN=C1 (1,2,4-triazole), C([O-])([O-])=O.[K+].[K+] (potassium carbonate), FC(C(=O)C1=CC=C(C=C1)Cl)(F)F (2,2,2-Trifluoro-4'-chloroacetophenone), [I-].C[S+](=O)(C)C (trimethylsulphoxonium iodide). The reagents and catalysts are [Br-].C(CCCCCCCCCCCCCCC)[N+](C)(C)C (cetyltrimethylammonium bromide). The solvent is CN(C=O)C (dimethylformamide), O (water), C(C)(=O)OCC (ethyl acetate), ClC(C)(Cl)Cl (1,1,1-trichloroethane), [OH-].[Na+] (sodium hydroxide). Product: ClC1=CC=C(C=C1)C(CN1N=CN=C1)(C(F)(F)F)O (2-(4-Chlorophenyl)-1-(1H-1,2,4-triazol-1-yl)-3,3,3-trifluoropropan-2-ol). The yield is 9.3%. As a reaction SMILES: [F:1][C:2]([F:13])([F:12])[C:3]([C:5]1[CH:10]=[CH:9][C:8]([Cl:11])=[CH:7][CH:6]=1)=[O:4].[I-].C[S+](C)(C)=O.[NH:20]1[CH:24]=[N:23][CH:22]=[N:21]1.[C:25](=O)([O-])[O-].[K+].[K+]>[Br-].C([N+](C)(C)C)CCCCCCCCCCCCCCC.ClC(Cl)(Cl)C.[OH-].[Na+].CN(C)C=O.O.C(OCC)(=O)C>[Cl:11][C:8]1[CH:7]=[CH:6][C:5]([C:3]([OH:4])([C:2]([F:1])([F:12])[F:13])[CH2:25][N:20]2[CH:24]=[N:23][CH:22]=[N:21]2)=[CH:10][CH:9]=1 |f:1.2,4.5.6,7.8,10.11|. Procedure: 2,2,2-Trifluoro-4'-chloroacetophenone (0.8 g, 3.84 mmole), trimethylsulphoxonium iodide (1.02 g, 4.6 mmole) and cetyltrimethylammonium bromide (0.1 g, 0.27 mmole) were stirred in a mixture of 1,1,1-trichloroethane (40 ml) and 18% sodium hydroxide solution (20 ml) at 75° for 2 hours. The mixture was then allowed to cool, the organic layer was separated, evaporated, and the residue was stirred in dimethylformamide (50 ml) with 1,2,4-triazole (1 g, 14.5 mmole) and anhydrous potassium carbonate (2 g... The reactants are [BH3-]C#N, C1COCCN1, CC(=O)O, CO, COc1ccccc1-c1n[nH]c2ncc(-c3cc(F)c(NC4CCC(=O)CC4)c(C(=O)N(C)C)c3)cc12, [Na+], O. The product is COc1ccccc1-c1n[nH]c2ncc(-c3cc(F)c(NC4CCC(N5CCOCC5)CC4)c(C(=O)N(C)C)c3)cc12. Reaction SMILES: [C:38]([BH3-:39])#[N:40].[CH2:42]1[CH2:43][O:44][CH2:45][CH2:46][NH:47]1.[CH3:48][C:49](=[O:50])[OH:51].[CH3:52][OH:53].[F:1][c:2]1[c:3]([NH:30][CH:31]2[CH2:32][CH2:33][C:34](=[O:37])[CH2:35][CH2:36]2)[c:4]([C:5](=[O:6])[N:7]([CH3:8])[CH3:9])[cH:10][c:11](-[c:13]2[cH:14][c:15]3[c:16]([n:17][cH:18]2)[nH:19][n:20][c:21]3-[c:22]2[c:23]([O:28][CH3:29])[cH:24][cH:25][cH:26][cH:27]2)[cH:12]1.[Na+:41].[OH2:54]>>[F:1][c:2]1[c:3]([NH:30][CH:31]2[CH2:32][CH2:33][CH:34]([N:47]3[CH2:42][CH2:43][O:44][CH2:45][CH2:46]3)[CH2:35][CH2:36]2)[c:4]([C:5](=[O:6])[N:7]([CH3:8])[CH3:9])[cH:10][c:11](-[c:13]2[cH:14][c:15]3[c:16]([n:17][cH:18]2)[nH:19][n:20][c:21]3-[c:22]2[c:23]([O:28][CH3:29])[cH:24][cH:25][cH:26][cH:27]2)[cH:12]1. The product is ClC1=CC=C(C=C1)SC(CCl)S(=O)(=O)C1=CC=CC=C1 (2-CHLORO-1-(PHENYLSULFONYL)ETHYL p-CHLOROPHENYL SULFIDE). The solvent is C(Cl)Cl (methylene chloride). Starting materials: C(=C)S(=O)(=O)C1=CC=CC=C1 (phenyl vinyl sulfone), ClC1=CC=C(C=C1)SCl (p-chlorobenzenesulfenyl chloride), C(Cl)(Cl)(Cl)Cl (carbon tetrachloride). Procedure details: A solution of 42 g (0.286 mole) of phenyl vinyl sulfone in 200 ml of carbon tetrachloride and 100 ml of methylene chloride was treated with 45 g (0.252 mole) of p-chlorobenzenesulfenyl chloride. The reaction mixture was allowed to stand seven days at 23° C. Filtration through a thin layer of clay removed a small amount of flocculent solid. Evaporation of the filtrate at reduced pressure gave 51.5 g (60%) of crude product, m.p. 60°. Recrystallization from a mixture of 100 ml of ethyl acetate and ... Reaction conditions: time 7 day. Reaction SMILES: [CH:1]([S:3]([C:6]1[CH:11]=[CH:10][CH:9]=[CH:8][CH:7]=1)(=[O:5])=[O:4])=[CH2:2].[Cl:12][C:13]1[CH:18]=[CH:17][C:16]([S:19]Cl)=[CH:15][CH:14]=1.C(Cl)(Cl)(Cl)[Cl:22]>C(Cl)Cl>[Cl:12][C:13]1[CH:18]=[CH:17][C:16]([S:19][CH:1]([S:3]([C:6]2[CH:11]=[CH:10][CH:9]=[CH:8][CH:7]=2)(=[O:4])=[O:5])[CH2:2][Cl:22])=[CH:15][CH:14]=1. The reactants are FC1=CC=C(C=C1)C1=CC(=C(C=C1)OCCC=1N=C(SC1)SC(C(=O)OC(C)(C)C)(C)C)C(=O)O (4′-fluoro-4-(2-{2-[(2-tert-butoxy-1,1-dimethyl-2-oxoethyl)thio]-1,3-thiazol-4-yl}ethoxy)biphenyl-3-carboxylic acid), N1CCOCC1 (morpholine), CN(CCCN=C=NCC)C (N-(3-dimethylaminopropyl)-N′-ethylcarbodiimide), ON1N=NC2=C1C=CC=C2 (1-hydroxybenztriazole). The solvent is ClCCl (dichloromethane). Run at time 6 hour. The product is C(C)(C)(C)OC(C(C)(C)SC=1SC=C(N1)CCOC1=C(C=C(C=C1)C1=CC=C(C=C1)F)C(=O)N1CCOCC1)=O (2-{[4-(2-{[4′-fluoro-3-(morpholin-4-ylcarbonyl)biphenyl-4-yl]oxy}ethyl)-1,3-thiazol-2-yl]thio}-2-methylpropionic acid tert-butyl ester). The yield is 93.4%. RXN SMILES: [F:1][C:2]1[CH:7]=[CH:6][C:5]([C:8]2[CH:13]=[CH:12][C:11]([O:14][CH2:15][CH2:16][C:17]3[N:18]=[C:19]([S:22][C:23]([CH3:32])([CH3:31])[C:24]([O:26][C:27]([CH3:30])([CH3:29])[CH3:28])=[O:25])[S:20][CH:21]=3)=[C:10]([C:33]([OH:35])=O)[CH:9]=2)=[CH:4][CH:3]=1.[NH:36]1[CH2:41][CH2:40][O:39][CH2:38][CH2:37]1.CN(C)CCCN=C=NCC.ON1C2C=CC=CC=2N=N1>ClCCl>[C:27]([O:26][C:24](=[O:25])[C:23]([S:22][C:19]1[S:20][CH:21]=[C:17]([CH2:16][CH2:15][O:14][C:11]2[CH:12]=[CH:13][C:8]([C:5]3[CH:6]=[CH:7][C:2]([F:1])=[CH:3][CH:4]=3)=[CH:9][C:10]=2[C:33]([N:36]2[CH2:41][CH2:40][O:39][CH2:38][CH2:37]2)=[O:35])[N:18]=1)([CH3:31])[CH3:32])([CH3:28])([CH3:30])[CH3:29]. Procedure: 4′-Fluoro-4-(2-{2-[(2-tert-butyl-1,1-dimethyl-2-oxoethyl)thio]-1,3-thiazol-4-yl}ethoxy)biphenyl-3-carboxylic acid (170 mg) obtained in Example 93-1 and morpholine (43 mg) were dissolved in dichloromethane (2 mL), N-(3-dimethylaminopropyl)-N′-ethylcarbodiimide (EDC) hydrochloride (94 mg) and 1-hydroxybenztriazole (HOBt) monohydrate (75 mg) were successively added, and the mixture was stirred at room temperature for 6 hr. The reaction mixture was concentrated under reduced pressure, and the residu...